From a dataset of the Open Reaction Database (ORD), a public repository of structured organic reaction records. describe an organic reaction: reactants, conditions, products, and yield Reactants: C1(=CC=CC2=CC=CC=C12)B(O)O (1-naphthylboronic acid), BrC1=CC(=C(C=C1)C1=CC=CC=C1)[N+](=O)[O-] (4-bromo-2-nitrobiphenyl), C([O-])([O-])=O.[K+].[K+] (potassium carbonate). The reagents and catalysts are C=1C=CC(=CC1)[P](C=2C=CC=CC2)(C=3C=CC=CC3)[Pd]([P](C=4C=CC=CC4)(C=5C=CC=CC5)C=6C=CC=CC6)([P](C=7C=CC=CC7)(C=8C=CC=CC8)C=9C=CC=CC9)[P](C=1C=CC=CC1)(C=1C=CC=CC1)C=1C=CC=CC1 (Pd(PPh3)4). Solvent: O (water), C1CCOC1 (THF). The product is C1(=CC=CC2=CC=CC=C12)C1=CC(=C(C=C1)C1=CC=CC=C1)[N+](=O)[O-] (4-naphth-1-yl-2-nitrobiphenyl). Reaction SMILES: [C:1]1(B(O)O)[C:10]2[C:5](=[CH:6][CH:7]=[CH:8][CH:9]=2)[CH:4]=[CH:3][CH:2]=1.Br[C:15]1[CH:20]=[CH:19][C:18]([C:21]2[CH:26]=[CH:25][CH:24]=[CH:23][CH:22]=2)=[C:17]([N+:27]([O-:29])=[O:28])[CH:16]=1.C(=O)([O-])[O-].[K+].[K+]>O.C1COCC1.C1C=CC([P]([Pd]([P](C2C=CC=CC=2)(C2C=CC=CC=2)C2C=CC=CC=2)([P](C2C=CC=CC=2)(C2C=CC=CC=2)C2C=CC=CC=2)[P](C2C=CC=CC=2)(C2C=CC=CC=2)C2C=CC=CC=2)(C2C=CC=CC=2)C2C=CC=CC=2)=CC=1>[C:1]1([C:15]2[CH:20]=[CH:19][C:18]([C:21]3[CH:26]=[CH:25][CH:24]=[CH:23][CH:22]=3)=[C:17]([N+:27]([O-:29])=[O:28])[CH:16]=2)[C:10]2[C:5](=[CH:6][CH:7]=[CH:8][CH:9]=2)[CH:4]=[CH:3][CH:2]=1 |f:2.3.4,^1:45,47,66,85|. Procedure details: 1.62 g (1.40 mmol) of Pd(PPh3)4 are added to a well-stirred, degassed suspension of 46 g (268 mmol) of 1-naphthylboronic acid, 71 g (255.3 mmol) of 4-bromo-2-nitrobiphenyl and 93 g (433.9 mmol) of potassium carbonate in a mixture of 700 ml of water and 700 ml of THF, and the mixture is heated under reflux for 17 h. After cooling, the organic phase is separated off, washed three times with 400 ml of water and once with 400 ml of saturated, aqueous sodium chloride solution, dried over magnesium su... Reactants: NC1=C(N(C2=CC(=CC=C12)Cl)C(=O)OCC)C(=O)C=1C=C(C=CC1)S(=O)(=O)N (3-[3-Amino-6-chloro-1-(ethoxycarbonyl)indole-2-carbonyl]benzenesulfonamide). Run in CC(C)O.C1(=CC=CC=C1)C (2-propanol toluene). The product is NC1=C(NC2=CC(=CC=C12)Cl)C(=O)C=1C=C(C=CC1)S(=O)(=O)N (3-(3-Amino-6-chloroindole-2-carbonyl)benzenesulfonamide). As a reaction SMILES: [NH2:1][C:2]1[C:10]2[C:5](=[CH:6][C:7]([Cl:11])=[CH:8][CH:9]=2)[N:4](C(OCC)=O)[C:3]=1[C:17]([C:19]1[CH:20]=[C:21]([S:25]([NH2:28])(=[O:27])=[O:26])[CH:22]=[CH:23][CH:24]=1)=[O:18]>CC(O)C.C1(C)C=CC=CC=1>[NH2:1][C:2]1[C:10]2[C:5](=[CH:6][C:7]([Cl:11])=[CH:8][CH:9]=2)[NH:4][C:3]=1[C:17]([C:19]1[CH:20]=[C:21]([S:25]([NH2:28])(=[O:26])=[O:27])[CH:22]=[CH:23][CH:24]=1)=[O:18] |f:1.2|. Procedure: The title compound was prepared according to the procedure described in step 2 of Example 1 employing 3-[3-amino-6-chloro-1-(ethoxycarbonyl)indole-2-carbonyl]benzenesulfonamide (step 1). m.p.: 125-127° C. (2-propanol/toluene) The reactants are COC(=O)c1ccc(OS(=O)(=O)C(F)(F)F)c(C#N)c1, O=C([O-])[O-], CCOC(C)=O, [K+], [K+], CN(C)C=O, OB(O)c1ccccc1. Product: COC(=O)c1ccc(-c2ccccc2)c(C#N)c1. Reaction SMILES: [C:1](#[N:2])[c:3]1[cH:4][c:5]([C:6](=[O:7])[O:8][CH3:9])[cH:10][cH:11][c:12]1[O:13][S:14]([C:15]([F:16])([F:17])[F:18])(=[O:19])=[O:20].[C:30](=[O:31])([O-:32])[O-:33].[CH3:41][CH2:42][O:43][C:44](=[O:45])[CH3:46].[K+:34].[K+:35].[O:36]=[CH:37][N:38]([CH3:39])[CH3:40].[OH:21][B:22]([OH:23])[c:24]1[cH:25][cH:26][cH:27][cH:28][cH:29]1>>[C:1](#[N:2])[c:3]1[cH:4][c:5]([C:6](=[O:7])[O:8][CH3:9])[cH:10][cH:11][c:12]1-[c:24]1[cH:25][cH:26][cH:27][cH:28][cH:29]1. The reactants are BrC=1C=2N(C=CC1Cl)C(N(N2)CC=2C=NC(=CC2)C(F)(F)F)=O (8-bromo-7-chloro-2-((6-(trifluoromethyl)pyridin-3-yl)methyl)-[1,2,4]triazolo[4,3-a]pyridin-3(2H)-one), CC1(OB(OC1(C)C)C1=CC=NC=C1)C (4-(4,4,5,5-tetramethyl-1,3,2-dioxaborolan-2-yl)pyridine). Reagents/catalysts: C=1C=CC(=CC1)[P](C=2C=CC=CC2)(C=3C=CC=CC3)[Pd]([P](C=4C=CC=CC4)(C=5C=CC=CC5)C=6C=CC=CC6)([P](C=7C=CC=CC7)(C=8C=CC=CC8)C=9C=CC=CC9)[P](C=1C=CC=CC1)(C=1C=CC=CC1)C=1C=CC=CC1 ((Ph3P)4Pd). Run in C1(=CC=CC=C1)C (toluene), C([O-])([O-])=O.[Na+].[Na+] (sodium carbonate). Run at temperature 100 celsius, time 2.5 hour. Yields the product ClC1=C(C=2N(C=C1)C(N(N2)CC=2C=NC(=CC2)C(F)(F)F)=O)C2=CC=NC=C2 (7-chloro-8-(pyridin-4-yl)-2-((6-(trifluoromethyl)pyridin-3-yl)methyl)-[1,2,4]triazolo[4,3-a]pyridin-3(2H)-one). Isolated yield 20.0%. Reaction SMILES: Br[C:2]1[C:3]2[N:4]([C:9](=[O:23])[N:10]([CH2:12][C:13]3[CH:14]=[N:15][C:16]([C:19]([F:22])([F:21])[F:20])=[CH:17][CH:18]=3)[N:11]=2)[CH:5]=[CH:6][C:7]=1[Cl:8].CC1(C)C(C)(C)OB([C:32]2[CH:37]=[CH:36][N:35]=[CH:34][CH:33]=2)O1>C1(C)C=CC=CC=1.C(=O)([O-])[O-].[Na+].[Na+].C1C=CC([P]([Pd]([P](C2C=CC=CC=2)(C2C=CC=CC=2)C2C=CC=CC=2)([P](C2C=CC=CC=2)(C2C=CC=CC=2)C2C=CC=CC=2)[P](C2C=CC=CC=2)(C2C=CC=CC=2)C2C=CC=CC=2)(C2C=CC=CC=2)C2C=CC=CC=2)=CC=1>[Cl:8][C:7]1[CH:6]=[CH:5][N:4]2[C:9](=[O:23])[N:10]([CH2:12][C:13]3[CH:14]=[N:15][C:16]([C:19]([F:22])([F:21])[F:20])=[CH:17][CH:18]=3)[N:11]=[C:3]2[C:2]=1[C:32]1[CH:37]=[CH:36][N:35]=[CH:34][CH:33]=1 |f:3.4.5,^1:55,57,76,95|. Procedure: To a suspension of 8-bromo-7-chloro-2-((6-(trifluoromethyl)pyridin-3-yl)methyl)-[1,2,4]triazolo[4,3-a]pyridin-3(2H)-one (389 mg, 0.955 mmol) and 4-(4,4,5,5-tetramethyl-1,3,2-dioxaborolan-2-yl)pyridine (783 mg, 3.823 mmol) in toluene (7 mL) and 2.0 M aqueous sodium carbonate (2.1 mL) was added (Ph3P)4Pd (165 mg, 0.143 mmol) in one portion, and the resulting yellow mixture was vigorously stirred under argon in a 100° C. oil bath for 2.5 h. HPLC/MS indicated that about 20% of the title compound had...